Dataset: the Open Reaction Database (ORD), a public repository of structured organic reaction records. Task: describe an organic reaction: reactants, conditions, products, and yield Reactants: ClCCN=C=O (chloroethyl isocyanate), C(CC#C)N (but3-ynyl-amine). Run in C(C)OCC (ethyl ether). Reaction conditions: time 30 minute. Yields the product C(CC#C)NC(=O)NCCCl (1-But-3-ynyl-3-(2-chloro-ethyl)-urea). The yield is 99.6%. Reaction SMILES: [Cl:1][CH2:2][CH2:3][N:4]=[C:5]=[O:6].[CH2:7]([NH2:11])[CH2:8][C:9]#[CH:10]>C(OCC)C>[CH2:7]([NH:11][C:5]([NH:4][CH2:3][CH2:2][Cl:1])=[O:6])[CH2:8][C:9]#[CH:10]. Procedure: Add chloroethyl isocyanate (5.25 g, 50 mmol) dropwise to a solution of but3-ynyl-amine (3.4 g, 50 mmol) (prepared by following the procedure described in Tetrahedron Lett. 1987, 43, 5145) in ethyl ether (100 mL). Stir the suspension for 30 min and filter the solid to obtain the desired intermediate (8.7 g, 100%). The reactants are C(C)(C)(C)NC(=O)C1N(CCN(C1)C(=O)OCC1=CC=CC=C1)C(=O)OC(C)(C)C (N-(t-butyl)-4-(benzyloxycarbonyl)-1-(t-butyloxycarbonyl)piperazine-2-carboxamide), FC(C(=O)O)(F)F (trifluoroacetic acid). Solvent: ClCCl (dichloromethane). Conditions: time 3 hour. The product is C(C)(C)(C)NC(=O)C1NCCN(C1)C(=O)OCC1=CC=CC=C1 (N-(t-Butyl)-4-(benzyloxycarbonyl)piperazine-2-carboxamide). The yield is 77.8%. RXN SMILES: [C:1]([NH:5][C:6]([CH:8]1[CH2:13][N:12]([C:14]([O:16][CH2:17][C:18]2[CH:23]=[CH:22][CH:21]=[CH:20][CH:19]=2)=[O:15])[CH2:11][CH2:10][N:9]1C(OC(C)(C)C)=O)=[O:7])([CH3:4])([CH3:3])[CH3:2].FC(F)(F)C(O)=O>ClCCl>[C:1]([NH:5][C:6]([CH:8]1[CH2:13][N:12]([C:14]([O:16][CH2:17][C:18]2[CH:23]=[CH:22][CH:21]=[CH:20][CH:19]=2)=[O:15])[CH2:11][CH2:10][NH:9]1)=[O:7])([CH3:4])([CH3:2])[CH3:3]. Procedure details: A solution of 14.2 g (33.9 mmol) of N-(t-butyl)-4-(benzyloxycarbonyl)-1-(t-butyloxycarbonyl)piperazine-2-carboxamide in 100 ml of dichloromethane was treated with 20 ml of trifluoroacetic acid. The resulting solution was stirred at ambient temperature for 3 h, concentrated in vacuo, and treated with 800 ml of ethyl acetate. The solution was washed with 1 N NaOH. The aqueous layer was extracted with two portions of ethyl acetate, and the combined organic layers were washed with saturated brine, d... Starting materials: CC(C)(C)[O-], O=C(c1ccc(F)cc1)c1cc(I)ccc1Cl, [K+], C1CCOC1, OC1CCOC1. Product: O=C(c1ccc(OC2CCOC2)cc1)c1cc(I)ccc1Cl. RXN SMILES: [CH3:24][C:25]([CH3:26])([O-:27])[CH3:28].[Cl:1][c:2]1[c:3]([C:9](=[O:10])[c:11]2[cH:12][cH:13][c:14]([F:17])[cH:15][cH:16]2)[cH:4][c:5]([I:8])[cH:6][cH:7]1.[K+:29].[O:30]1[CH2:31][CH2:32][CH2:33][CH2:34]1.[OH:18][CH:19]1[CH2:20][O:21][CH2:22][CH2:23]1>>[Cl:1][c:2]1[c:3]([C:9](=[O:10])[c:11]2[cH:12][cH:13][c:14]([O:18][CH:19]3[CH2:20][O:21][CH2:22][CH2:23]3)[cH:15][cH:16]2)[cH:4][c:5]([I:8])[cH:6][cH:7]1. Starting materials: [Mg] (magnesium), NC=1C=CC2=C(C(=CS2)C(=O)N(CCC)CCC)C1 (5-amino-N,N-dipropyl-3-benzothiophencarboxamide), [Cl-].[NH4+] (ammonium chloride). The reagents and catalysts are BrCCBr (1,2-dibromoethane). Solvent: CO (methanol). Run at time 4 hour. Product: NC=1C=CC2=C(C(CS2)C(=O)N(CCC)CCC)C1 (5-Amino-2,3-dihydro-N,N-dipropyl-3-benzothiophencarboxamide). As a reaction SMILES: [NH2:1][C:2]1[CH:3]=[CH:4][C:5]2[S:9][CH:8]=[C:7]([C:10]([N:12]([CH2:16][CH2:17][CH3:18])[CH2:13][CH2:14][CH3:15])=[O:11])[C:6]=2[CH:19]=1.[Mg].[Cl-].[NH4+]>CO.BrCCBr>[NH2:1][C:2]1[CH:3]=[CH:4][C:5]2[S:9][CH2:8][CH:7]([C:10]([N:12]([CH2:16][CH2:17][CH3:18])[CH2:13][CH2:14][CH3:15])=[O:11])[C:6]=2[CH:19]=1 |f:2.3|. Procedure: 30 g of 5-amino-N,N-dipropyl-3-benzothiophencarboxamide were dissolved in 250 ml of dry methanol. 15 g of magnesium turnings were added (eventually activated by addition of a few drops of 1,2-dibromoethane). The mixture was stirred at 30°-35° C. for 4 hours with periodically cooling to keep the temperature down. 2 l of a saturated ammonium chloride solution were added and the product extracted with ethyl acetate. The organic phase was separated, washed with water, dried (MgSO4) and the solvent e... Starting materials: COC(=O)c1ccc(C#N)c(Br)c1, CO, ClCCl, [Na+], [OH-]. Reaction SMILES: [Br:1][c:2]1[cH:3][c:4]([C:5](=[O:6])[O:7][CH3:8])[cH:9][cH:10][c:11]1[C:12]#[N:13].[CH3:19][OH:20].[Cl:16][CH2:17][Cl:18].[Na+:15].[OH-:14]>>[Br:1][c:2]1[cH:3][c:4]([C:5](=[O:6])[OH:7])[cH:9][cH:10][c:11]1[C:12]#[N:13]. The product is N#Cc1ccc(C(=O)O)cc1Br. Reactants: C1CCOC1, [Li]CCCC, Cc1ccc(S(=O)N=Cc2cccc3cccnc23)cc1, Cc1ccccc1, Cc1ccccc1, [Cl-], CCN(CC)C(=O)c1ccc(I)cc1, [NH4+]. The product is CCN(CC)C(=O)c1ccc(C(NS(=O)c2ccc(C)cc2)c2cccc3cccnc23)cc1. Reaction SMILES: [CH2:50]1[O:51][CH2:52][CH2:53][CH2:54]1.[CH3:15][CH2:16][CH2:17][CH2:18][Li:19].[CH3:20][c:21]1[cH:22][cH:23][c:24]([S:27](=[O:28])[N:29]=[CH:30][c:31]2[cH:32][cH:33][cH:34][c:35]3[cH:36][cH:37][cH:38][n:39][c:40]23)[cH:25][cH:26]1.[CH3:43][c:44]1[cH:45][cH:46][cH:47][cH:48][cH:49]1.[CH3:55][c:56]1[cH:57][cH:58][cH:59][cH:60][cH:61]1.[Cl-:41].[I:1][c:2]1[cH:3][cH:4][c:5]([C:6](=[O:7])[N:8]([CH2:9][CH3:10])[CH2:11][CH3:12])[cH:13][cH:14]1.[NH4+:42]>>[c:2]1([CH:30]([NH:29][S:27]([c:24]2[cH:23][cH:22][c:21]([CH3:20])[cH:26][cH:25]2)=[O:28])[c:31]2[cH:32][cH:33][cH:34][c:35]3[cH:36][cH:37][cH:38][n:39][c:40]23)[cH:3][cH:4][c:5]([C:6](=[O:7])[N:8]([CH2:9][CH3:10])[CH2:11][CH3:12])[cH:13][cH:14]1.